From a dataset of the Open Reaction Database (ORD), a public repository of structured organic reaction records. describe an organic reaction: reactants, conditions, products, and yield Starting materials: FC=1C=C(C=C(C1)F)NC(=S)N (N-(3,5-difluorophenyl) thiourea), BrBr (bromine). Run in ClCCCl (DCE), ClCCCl (DCE). Conditions: temperature 10 celsius. The product is FC=1C=C(C2=C(N=C(S2)N)C1)F (5,7-difluoro-1,3-benzothiazol-2-amine). Yield: 90.7%. As a reaction SMILES: [F:1][C:2]1[CH:3]=[C:4]([NH:9][C:10]([NH2:12])=[S:11])[CH:5]=[C:6]([F:8])[CH:7]=1.BrBr>ClCCCl>[F:1][C:2]1[CH:7]=[C:6]([F:8])[C:5]2[S:11][C:10]([NH2:12])=[N:9][C:4]=2[CH:3]=1. Procedure details: To a suspension of N-(3,5-difluorophenyl) thiourea (3.40 g, 18.07 mmol) in DCE (95 mL) was added a solution of bromine in DCE (5 mL) below 30° C. The mixture was heated at reflux for 2.5 h, then cooled to 10° C., and the precipitate formed was collected by filtration and washed with DCE. The solid was stirred with water (200 mL), basified by treatment with conc. ammonium hydroxide, filtered, and dried in a vacuum oven to afford 5,7-difluoro-1,3-benzothiazol-2-amine (3.05 g, 90%). ret. time 2.18;... The reactants are [Cl-].[Al+3].[Cl-].[Cl-] (aluminum chloride), O(C1=CC=CC=C1)C1=CC=C(N)C=C1 (p-phenoxyaniline), N1=C(C=CC=C1C(=O)Cl)C(=O)Cl (2,6-pyridine dicarboxylic acid dichloride), C(C1=CC(C(=O)Cl)=CC=C1)(=O)Cl (isophthaloyl chloride). The solvent is CN(C)C=O (DMF), ClCCCl (DCE). The product is O(C1=CC=CC=C1)C1=CC=C(C=C1)NC(=O)C1=NC(=CC=C1)C(=O)NC1=CC=C(C=C1)OC1=CC=CC=C1 (N,N'-Bis-(4-phenoxyphenyl)-2,6-pyridine dicarboxamide), amide. Reaction SMILES: [O:1]([C:8]1[CH:14]=[CH:13][C:11]([NH2:12])=[CH:10][CH:9]=1)[C:2]1[CH:7]=[CH:6][CH:5]=[CH:4][CH:3]=1.[N:15]1[C:20]([C:21](Cl)=[O:22])=[CH:19][CH:18]=[CH:17][C:16]=1[C:24](Cl)=[O:25].C(Cl)(=O)[C:28]1[CH:36]=[CH:35][CH:34]=[C:30](C(Cl)=O)[CH:29]=1.[Cl-].[Al+3].[Cl-].[Cl-]>ClCCCl.CN(C=O)C>[O:1]([C:8]1[CH:9]=[CH:10][C:11]([NH:12][C:24]([C:16]2[CH:17]=[CH:18][CH:19]=[C:20]([C:21]([NH:12][C:11]3[CH:13]=[CH:14][C:8]([O:1][C:28]4[CH:29]=[CH:30][CH:34]=[CH:35][CH:36]=4)=[CH:9][CH:10]=3)=[O:22])[N:15]=2)=[O:25])=[CH:13][CH:14]=1)[C:2]1[CH:3]=[CH:4][CH:5]=[CH:6][CH:7]=1 |f:3.4.5.6|. Reported procedure: N,N'-Bis-(4-phenoxyphenyl)-2,6-pyridine dicarboxamide was prepared from p-phenoxyaniline and 2,6-pyridine dicarboxylic acid dichloride. The amide (8.0248 g, 0.016 moles) was polymerized with isophthaloyl chloride (3.2484g, 0.016 moles) using the procedure of Example 27. The amounts of aluminum chloride, DMF and DCE used were 21.33 g (0.160 moles), 4.71 mL (0.061 mol)and 100 mL, respectively. The off-white fibrous polymer which was obtained had the repeat unit ##STR46## Starting materials: S1(=O)(=O)CCCC1 (sulfolane), CC(=O)OCC1=C(N2[C@@H]([C@@H](C2=O)N)SC1)C(=O)O (7-ACA), ferric chloride, S(O)(O)(=O)=O (sulfuric acid), B(OC)(OC)OC (trimethyl borate), S(=S)(=O)([O-])[O-].[Na+].[Na+] (sodium thiosulfate). Solvent: CO (methanol), O (water). Conditions: temperature 30 celsius, time 1 hour. The product is desired product, NC1[C@@H]2N(C(=C(CS2)COC)C(=O)O)C1=O (7-amino-3-methoxymethyl-3-cephem-4-carboxylic acid). Reaction SMILES: S1(CCCC1)(=O)=O.C[C:9]([O:11][CH2:12][C:13]1[CH2:22][S:21][C@@H:16]2[C@H:17]([NH2:20])[C:18](=[O:19])[N:15]2[C:14]=1[C:23]([OH:25])=[O:24])=O.S(=O)(=O)(O)O.B(OC)(OC)OC.S([O-])([O-])(=O)=S.[Na+].[Na+]>CO.O>[NH2:20][CH:17]1[C:18](=[O:19])[N:15]2[C:14]([C:23]([OH:25])=[O:24])=[C:13]([CH2:12][O:11][CH3:9])[CH2:22][S:21][C@H:16]12 |f:4.5.6|. Procedure: To 20 ml of sulfolane were added 1.41 g of 7-ACA, 1.96 g of ferric chloride, 0.29 ml of concentrated sulfuric acid and 1.22 ml of trimethyl borate. The mixture was heated at 30° C. for 3 hours to advance a reaction. After completion of the reaction, the reaction mixture was cooled to 0° C. To the reaction mixture were added 30 ml of water, 10 ml of methanol and 3.04 g of sodium thiosulfate and the mixture was stirred for 1 hour while cooling with ice. The resultant precipitate was filtered off, ... Reactants: CC(C)C1=C(C(=CC=C1)C(C)C)CC(=O)C=1C(=C(C(=CC1)C(C)C)OS(N)(=O)=O)C(C)C (Sulfamic acid[[2,6-bis(1-methylethyl)phenyl]-acetyl]-2,6-bis(1-methylethyl)phenyl ester), C(C)(C)C1=C(C(=CC=C1)C(C)C)CC(=O)O (2,6-diisopropylphenylacetic acid), ClC1=CC=C(C=C1)C(C(=O)O)C1=CC=C(C=C1)Cl (bis(4-chlorophenyl)acetic acid). Product: ClC1=CC=C(C=C1)C(C(=O)C=1C(=C(C(=CC1)C(C)C)OS(N)(=O)=O)C(C)C)C1=CC=C(C=C1)Cl (sulfamic acid[bis-(4-chlorophenyl)acetyl]-2,6-bis(1-methylethyl)phenyl ester). RXN SMILES: CC(C1C=CC=C(C(C)C)C=1CC([C:16]1[C:17]([CH:30]([CH3:32])[CH3:31])=[C:18]([O:25][S:26](=[O:29])(=[O:28])[NH2:27])[C:19]([CH:22]([CH3:24])[CH3:23])=[CH:20][CH:21]=1)=O)C.C(C1C=CC=C(C(C)C)C=1CC(O)=O)(C)C.[Cl:49][C:50]1[CH:55]=[CH:54][C:53]([CH:56]([C:60]2[CH:65]=[CH:64][C:63]([Cl:66])=[CH:62][CH:61]=2)[C:57](O)=[O:58])=[CH:52][CH:51]=1>>[Cl:49][C:50]1[CH:51]=[CH:52][C:53]([CH:56]([C:60]2[CH:61]=[CH:62][C:63]([Cl:66])=[CH:64][CH:65]=2)[C:57]([C:16]2[C:17]([CH:30]([CH3:32])[CH3:31])=[C:18]([O:25][S:26](=[O:28])(=[O:29])[NH2:27])[C:19]([CH:22]([CH3:24])[CH3:23])=[CH:20][CH:21]=2)=[O:58])=[CH:54][CH:55]=1. Reported procedure: This compound was prepared in the same manner as for the title compound of Example 1, except that 2,6-diisopropylphenylacetic acid was replaced with bis(4-chlorophenyl)acetic acid, mp 175°-176° C. Starting materials: CC#N, ClCCl, O=C1CCC(=O)N1I, N#Cc1cc(N)n(-c2c(Cl)cc(SC(F)(F)F)cc2Cl)n1. Product: N#Cc1nn(-c2c(Cl)cc(SC(F)(F)F)cc2Cl)c(N)c1I. As a reaction SMILES: [CH3:30][C:31]#[N:32].[Cl:33][CH2:34][Cl:35].[I:22][N:23]1[C:24](=[O:25])[CH2:26][CH2:27][C:28]1=[O:29].[NH2:1][c:2]1[cH:3][c:4]([C:20]#[N:21])[n:5][n:6]1-[c:7]1[c:8]([Cl:19])[cH:9][c:10]([S:14][C:15]([F:16])([F:17])[F:18])[cH:11][c:12]1[Cl:13]>>[NH2:1][c:2]1[c:3]([I:22])[c:4]([C:20]#[N:21])[n:5][n:6]1-[c:7]1[c:8]([Cl:19])[cH:9][c:10]([S:14][C:15]([F:16])([F:17])[F:18])[cH:11][c:12]1[Cl:13].